Dataset: the Open Reaction Database (ORD), a public repository of structured organic reaction records. Task: describe an organic reaction: reactants, conditions, products, and yield Reactants: C(C)OP(=O)(OCC)CC1=CC=C(C(=O)O)C=C1 (4-[(diethoxyphosphoryl)methyl]benzoic acid), O (water), S(=O)(Cl)Cl (thionyl chloride), CNC(=O)C1=C(N)C=C(C=C1)Cl (2-(N-methylcarbamoyl)-5-chloroaniline). Run in ClCCl (dichloromethane), CN(C)C=O (DMF), N1=CC=CC=C1 (pyridine), ClCCl (dichloromethane). Reaction conditions: time 48 hour. Yields the product ClC=1C=CC(=C(C1)NC(=O)C1=CC=C(CP(OCC)(OCC)=O)C=C1)C(NC)=O (diethyl 4-{[5-chloro-2-(N-methylcarbamoyl)phenyl]carbamoyl}benzylphosphonate). Yield: 53.8%. Reaction SMILES: [CH2:1]([O:3][P:4]([CH2:9][C:10]1[CH:18]=[CH:17][C:13]([C:14]([OH:16])=O)=[CH:12][CH:11]=1)([O:6][CH2:7][CH3:8])=[O:5])[CH3:2].S(Cl)(Cl)=O.[CH3:23][NH:24][C:25]([C:27]1[CH:33]=[CH:32][C:31]([Cl:34])=[CH:30][C:28]=1[NH2:29])=[O:26].O>ClCCl.CN(C=O)C.N1C=CC=CC=1>[Cl:34][C:31]1[CH:32]=[CH:33][C:27]([C:25](=[O:26])[NH:24][CH3:23])=[C:28]([NH:29][C:14]([C:13]2[CH:12]=[CH:11][C:10]([CH2:9][P:4](=[O:5])([O:3][CH2:1][CH3:2])[O:6][CH2:7][CH3:8])=[CH:18][CH:17]=2)=[O:16])[CH:30]=1. Reported procedure: 27.2 g of 4-[(diethoxyphosphoryl)methyl]benzoic acid was suspended in a mixture of 60 ml of dichloromethane and 2 ml of DMF. 13.1 g of thionyl chloride was added, and the resulting mixture was refluxed for 1 hour. After completion of reaction, the reaction mixture was allowed to cool and then slowly added dropwise, with ice-cooling and stirring, to a solution of 18.5 g of 2-(N-methylcarbamoyl)-5-chloroaniline in a mixture of 50 ml of pyridine and 30 ml of dichloromethane. After completion of add... The reactants are Brc1cn[nH]c1, Clc1nc(N2CCOCC2)nc(N2CCOCC2)n1, [H-], [Na+], CN(C)C=O, O. Product: Brc1cnn(-c2nc(N3CCOCC3)nc(N3CCOCC3)n2)c1. Reaction SMILES: [Br:1][c:2]1[cH:3][n:4][nH:5][cH:6]1.[Cl:9][c:10]1[n:11][c:12]([N:22]2[CH2:23][CH2:24][O:25][CH2:26][CH2:27]2)[n:13][c:14]([N:16]2[CH2:17][CH2:18][O:19][CH2:20][CH2:21]2)[n:15]1.[H-:8].[Na+:7].[O:28]=[CH:29][N:30]([CH3:31])[CH3:32].[OH2:33]>>[Br:1][c:2]1[cH:3][n:4][n:5](-[c:10]2[n:11][c:12]([N:22]3[CH2:23][CH2:24][O:25][CH2:26][CH2:27]3)[n:13][c:14]([N:16]3[CH2:17][CH2:18][O:19][CH2:20][CH2:21]3)[n:15]2)[cH:6]1. Starting materials: FC1=C(C(=O)Cl)C=CC(=C1)F (2,4-difluorobenzoyl chloride), C1(=CC=CC=C1)OC (anisole), ice, Cl (HCl), [Cl-].[Al+3].[Cl-].[Cl-] (aluminum chloride). The solvent is ClCCCl (1,2-dichloroethane), CCCCCCC (heptane). The product is FC1=C(C=CC(=C1)F)C(=O)C1=CC=C(C=C1)OC ((2,4-difluoro-phenyl)-(4-methoxy-phenyl)-methanone). Yield: 80.6%. RXN SMILES: [F:1][C:2]1[CH:10]=[C:9]([F:11])[CH:8]=[CH:7][C:3]=1[C:4](Cl)=[O:5].[C:12]1([O:18][CH3:19])[CH:17]=[CH:16][CH:15]=[CH:14][CH:13]=1.[Cl-].[Al+3].[Cl-].[Cl-].Cl>CCCCCCC.ClCCCl>[F:1][C:2]1[CH:10]=[C:9]([F:11])[CH:8]=[CH:7][C:3]=1[C:4]([C:15]1[CH:16]=[CH:17][C:12]([O:18][CH3:19])=[CH:13][CH:14]=1)=[O:5] |f:2.3.4.5|. Reported procedure: Combine 2,4-difluorobenzoyl chloride (227.8 g, 1.29 mol), anisole (154.2 mL, 1.42 mol) and 1,2-dichloroethane (2.28 L) and cool (−3° C.) under a nitrogen atomosphere. Add aluminum chloride (209.8 g, 1.57 mol) over 45 minutes. The solution color turns from clear to yellow. Pour the reaction mixture over a mixture of ice (1700 g) and concentrated HCl (640 mL) over 2 minutes. The color of the mixture turns from yellow to clear. Separate layers and wash organic layer with 10% potassium carbonate (16... Reactants: CI, COC(C)CNC(=O)OC(C)(C)C, [H-], [Na+], CN(C)C=O, O. Yields the product COC(C)CN(C)C(=O)OC(C)(C)C. Reaction SMILES: [CH3:16][I:17].[CH3:1][O:2][CH:3]([CH2:4][NH:5][C:6]([O:7][C:8]([CH3:9])([CH3:10])[CH3:11])=[O:12])[CH3:13].[H-:15].[Na+:14].[O:19]=[CH:20][N:21]([CH3:22])[CH3:23].[OH2:18]>>[CH3:1][O:2][CH:3]([CH2:4][N:5]([C:6]([O:7][C:8]([CH3:9])([CH3:10])[CH3:11])=[O:12])[CH3:16])[CH3:13]. The reactants are IN1C(CCC1=O)=O (N-iodosuccinimide), C(C)C1=CC=C(C=C1)C1=COC=2N=CNC(C21)=O (5-(4-ethylphenyl)furo[2,3-d]pyrimidin-4(3H)-one). Solvent: C(C)#N.ClC(Cl)(Cl)Cl (acetonitrile tetrachloromethane). Yields the product C(C)C1=CC=C(C=C1)C1=C(OC=2N=CNC(C21)=O)I (5-(4-Ethylphenyl)-6-iodofuro[2,3-d]pyrimidin-4(3H)-one). As a reaction SMILES: [I:1]N1C(=O)CCC1=O.[CH2:9]([C:11]1[CH:16]=[CH:15][C:14]([C:17]2[C:25]3[C:24](=[O:26])[NH:23][CH:22]=[N:21][C:20]=3[O:19][CH:18]=2)=[CH:13][CH:12]=1)[CH3:10]>C(#N)C.ClC(Cl)(Cl)Cl>[CH2:9]([C:11]1[CH:12]=[CH:13][C:14]([C:17]2[C:25]3[C:24](=[O:26])[NH:23][CH:22]=[N:21][C:20]=3[O:19][C:18]=2[I:1])=[CH:15][CH:16]=1)[CH3:10] |f:2.3|. Procedure details: Add 7.0 g (31.3 mmol) of N-iodosuccinimide to a solution of 5.0 g (20.9 mmol) of 5-(4-ethylphenyl)furo[2,3-d]pyrimidin-4(3H)-one in 250 ml of acetonitrile/tetrachloromethane (1:1). Stir the resulting suspension under reflux for two hours. After cooling to room temperature, concentrate the reaction mixture under reduced pressure. Stir the residue in ethyl acetate and filter. Add water to the filtrate. After removal of the organic phase, extract the aqueous phase repeatedly with ethyl acetate. Con... The reactants are C(C)(=O)OCC (ethyl acetate), Cl.NN (hydrazine hydrochloride), C1=CC(=CC(=C1)Cl)C(=O)OO (mCPBA), FC1=C(C=CC(=C1)F)N(C1=NC(=C(C#N)C=C1)SC)C (6-((2,4-difluorophenyl)(methyl)amino)-2-(methylthio)nicotinonitrile). Solvent: O (water), O (water), ClCCl (dichloromethane), C(CC)O (propanol). Conditions: time 30 minute. Product: FC1=C(C=CC(=C1)F)N(C1=CC=C2C(=N1)NN=C2N)C (N6-(2,4-difluorophenyl)-N6-methyl-1H-pyrazolo[3,4-b]pyridine-3,6-diamine). Yield: 71.4%. As a reaction SMILES: C1C=C(Cl)C=C(C(OO)=O)C=1.[F:12][C:13]1[CH:18]=[C:17]([F:19])[CH:16]=[CH:15][C:14]=1[N:20]([CH3:31])[C:21]1[CH:28]=[CH:27][C:24]([C:25]#[N:26])=[C:23](SC)[N:22]=1.C(OCC)(=O)C.Cl.[NH2:39][NH2:40]>ClCCl.C(O)CC.O>[F:12][C:13]1[CH:18]=[C:17]([F:19])[CH:16]=[CH:15][C:14]=1[N:20]([CH3:31])[C:21]1[N:22]=[C:23]2[NH:39][N:40]=[C:25]([NH2:26])[C:24]2=[CH:27][CH:28]=1 |f:3.4|. Procedure details: 452 mg (1.84 mmol) of mCPBA is added under argon to a stirring solution of 486 mg (1.67 mmol) of 6-((2,4-difluorophenyl)(methyl)amino)-2-(methylthio)nicotinonitrile in 15 mL of dichloromethane. The reaction medium is stirred 30 min at room temperature before adding an ethyl acetate fraction. The organic phase is washed with a NaHCO3 saturated solution, dried on magnesium sulfate and dry evaporated. The crude reaction product is dissolved again in 6 mL of propanol and 164 μL (3.38 mmol) of hydraz...